describe an organic reaction: reactants, conditions, products, and yield From a dataset of the Open Reaction Database (ORD), a public repository of structured organic reaction records. Reactants: BrCC1=CSC2=C1C=C(C=C2)F (3-bromomethyl-5-fluorobenzothiophene), C(C)(C)[Mg]Br (isopropylmagnesium bromide). Solvent: C1CCOC1 (THF). Run at temperature 50 celsius, time 5 hour. The product is FC1=CC2=C(SC=C2CC(C)C)C=C1 (5-Fluoro-3-isobutyl-benzo[b]thiophene). Reaction SMILES: Br[CH2:2][C:3]1[C:7]2[CH:8]=[C:9]([F:12])[CH:10]=[CH:11][C:6]=2[S:5][CH:4]=1.[CH:13]([Mg]Br)([CH3:15])[CH3:14]>C1COCC1>[F:12][C:9]1[CH:10]=[CH:11][C:6]2[S:5][CH:4]=[C:3]([CH2:2][CH:13]([CH3:15])[CH3:14])[C:7]=2[CH:8]=1. Procedure details: To a solution of 3-bromomethyl-5-fluorobenzothiophene (2.0 g; cf. Raga, Manuel; Palacin, Celia; Castello, Josep Maria; Ortiz, Jose A.; Cuberes, Maria Rosa; Moreno-Manas, Marcial, Eur. J. Med. Chem. (1986), 21(4), 329-32) in THF (30 ml) was added over 5 minutes isopropylmagnesium bromide (1.0 M, 16.6 ml). The reaction mixture was stirred at 50° C. for 5 h, cooled, quenched with ice/water and ammonium chloride solution, and extracted with ethyl acetate. The organic phases were washed with water, d...